Task: describe an organic reaction: reactants, conditions, products, and yield. Dataset: the Open Reaction Database (ORD), a public repository of structured organic reaction records Reactants: BrC=1C=C2C=NN=C(C2=CC1)O (6-bromophthalazin-1-ol), FC1=CC=C(C=C1)O (4-fluorophenol), CC(C)(C(CC(C(C)(C)C)=O)=O)C (2,2,6,6-tetramethyl-3,5-heptanedione), C([O-])([O-])=O.[Cs+].[Cs+] (cesium carbonate). The reagents and catalysts are [Cu]Cl (copper (I) chloride). The solvent is ClCCl (dichloromethane), CN1C(CCC1)=O (1-methyl-2-pyrrolidinone). Conditions: temperature 120 celsius. Product: FC1=CC=C(OC=2C=C3C=NN=C(C3=CC2)O)C=C1 (6-(4-Fluorophenoxy)phthalazin-1-ol). As a reaction SMILES: Br[C:2]1[CH:3]=[C:4]2[C:9](=[CH:10][CH:11]=1)[C:8]([OH:12])=[N:7][N:6]=[CH:5]2.[F:13][C:14]1[CH:19]=[CH:18][C:17]([OH:20])=[CH:16][CH:15]=1.CC(C)(C(=O)CC(=O)C(C)(C)C)C.C(=O)([O-])[O-].[Cs+].[Cs+]>ClCCl.[Cu]Cl.CN1CCCC1=O>[F:13][C:14]1[CH:19]=[CH:18][C:17]([O:20][C:2]2[CH:3]=[C:4]3[C:9](=[CH:10][CH:11]=2)[C:8]([OH:12])=[N:7][N:6]=[CH:5]3)=[CH:16][CH:15]=1 |f:3.4.5|. Reported procedure: A 100-mL round-bottom flask under argon was charged with 6-bromophthalazin-1-ol (0.5 g, 2 mmol), 4-fluorophenol (0.4 mL, 4 mmol), 2,2,6,6-tetramethyl-3,5-heptanedione (0.04 mL, 0.2 mmol), cesium carbonate (1 g, 4 mmol), and 1-methyl-2-pyrrolidinone (4 mL), followed by copper (I) chloride (0.1 g, 1 mmol). The reaction mixture was heated at 120° C. for 20 h. The reaction mixture was cooled, diluted with dichloromethane, and washed with water. The pH of the aqueous layer was adjusted to ˜7 with sat... The reactants are C1(=C(C(=C(C(=C1F)F)F)N)F)N.Cl.Cl (dihydrochloride), COC(N(C)C)OC (dimethylformamide dimethylacetal), N1C(=NCC1)C1CCNCC1 (4-(4,5-dihydro-1H-imidazol-2-yl)piperidine), C[O-].[Na+] (sodium methoxide). The solvent is CO (methanol). Run at time 10 minute. Yields the product COC(N1CCC(CC1)C=1NCCN1)OC (4-(4,5-dihydro-1H-imidazol-2-yl)-1-piperidinecarboxaldehyde dimethylacetal). Reaction SMILES: C1(N)C(F)=C(F)C(F)=C(N)C=1F.Cl.Cl.[NH:15]1[CH2:19][CH2:18][N:17]=[C:16]1[CH:20]1[CH2:25][CH2:24][NH:23][CH2:22][CH2:21]1.C[O-].[Na+].[CH3:29][O:30][CH:31]([O:35][CH3:36])N(C)C>CO>[CH3:29][O:30][CH:31]([O:35][CH3:36])[N:23]1[CH2:24][CH2:25][CH:20]([C:16]2[NH:17][CH2:18][CH2:19][N:15]=2)[CH2:21][CH2:22]1 |f:0.1.2,4.5|. Procedure details: A solution of the dihydrochloride salt of 4-(4,5-dihydro-1H-imidazol-2-yl)piperidine (0.99 g, 0.0044M) in methanol (10 ml) which contained sodium methoxide (0.009M) was stirred at room temperature for 10 minutes and dimethylformamide dimethylacetal (10 ml) was added and refluxed at 80° C. for 8 hrs. The excess of dimethylformamide dimethylacetal was removed to give 4-(4,5-dihydro-1H-imidazol-2-yl)-1-piperidinecarboxaldehyde dimethylacetal. To a mixture of 6-aminopenicillanic acid (0.785 g, 0.003... The product is CCCCNc1nc(N)c2nc(OC)n(CCCC3CCCOC3)c2n1. Reaction SMILES: [C:25](=[O:26])([O-:27])[O-:28].[CH2:8]([CH2:9][CH2:10][CH3:11])[NH:12][c:13]1[n:14][c:15]([NH2:24])[c:16]2[n:17][c:18]([O:22][CH3:23])[nH:19][c:20]2[n:21]1.[CH3:31][S:32]([O:33][CH2:36][CH2:37][CH2:38][CH:39]1[CH2:40][O:41][CH2:42][CH2:43][CH2:44]1)(=[O:34])=[O:35].[CH3:45][N:46]([CH3:47])[CH:48]=[O:49].[CH3:50][CH2:51][O:52][C:53](=[O:54])[CH3:55].[F:1][C:2]([F:3])([F:4])[C:5]([OH:6])=[O:7].[K+:29].[K+:30]>>[CH2:8]([CH2:9][CH2:10][CH3:11])[NH:12][c:13]1[n:14][c:15]([NH2:24])[c:16]2[n:17][c:18]([O:22][CH3:23])[n:19]([CH2:36][CH2:37][CH2:38][CH:39]3[CH2:40][O:41][CH2:42][CH2:43][CH2:44]3)[c:20]2[n:21]1. Reactants: O=C([O-])[O-], CCCCNc1nc(N)c2nc(OC)[nH]c2n1, CS(=O)(=O)OCCCC1CCCOC1, CN(C)C=O, CCOC(C)=O, O=C(O)C(F)(F)F, [K+], [K+].